This data is from the Open Reaction Database (ORD), a public repository of structured organic reaction records. The task is: describe an organic reaction: reactants, conditions, products, and yield The reactants are [Br-], CC[Mg+], CC(C)[O-], CC(C)[O-], CC(C)[O-], C[Ti+3], C1CCOC1, COC(=O)C1CCN(S(=O)(=O)c2cccc3ccccc23)CC1. Product: O=S(=O)(c1cccc2ccccc12)N1CCC(C2(O)CC2)CC1. RXN SMILES: [Br-:1].[CH2:2]([CH3:3])[Mg+:4].[CH3:33][CH:34]([CH3:35])[O-:36].[CH3:37][CH:38]([CH3:39])[O-:40].[CH3:41][CH:42]([CH3:43])[O-:44].[CH3:45][Ti+3:46].[O:28]1[CH2:29][CH2:30][CH2:31][CH2:32]1.[c:5]1([S:15](=[O:16])(=[O:17])[N:18]2[CH2:19][CH2:20][CH:21]([C:24](=[O:25])[O:26][CH3:27])[CH2:22][CH2:23]2)[cH:6][cH:7][cH:8][c:9]2[cH:10][cH:11][cH:12][cH:13][c:14]12>>[CH2:2]1[CH2:3][C:24]1([CH:21]1[CH2:20][CH2:19][N:18]([S:15]([c:5]2[cH:6][cH:7][cH:8][c:9]3[cH:10][cH:11][cH:12][cH:13][c:14]23)(=[O:16])=[O:17])[CH2:23][CH2:22]1)[OH:25].